Dataset: the Open Reaction Database (ORD), a public repository of structured organic reaction records. Task: describe an organic reaction: reactants, conditions, products, and yield Reactants: C(CC(=O)OC)(=O)OC (dimethyl malonate), COC(CC1=CC(=CC=C1)Br)=O ((3-Bromophenyl)acetic acid methyl ester), [H-].[Na+] (sodium hydride). Reagents/catalysts: C=1C=CC(=CC1)/C=C/C(=O)/C=C/C2=CC=CC=C2.C=1C=CC(=CC1)/C=C/C(=O)/C=C/C2=CC=CC=C2.C=1C=CC(=CC1)/C=C/C(=O)/C=C/C2=CC=CC=C2.[Pd].[Pd] (Tris(dibenzylideneacetone)dipalladium(0)), F[B-](F)(F)F.C(C)(C)(C)[PH+](C(C)(C)C)C(C)(C)C (tri-(tert-butyl)phosphonium tetrafluoroborate). Run in C1CCOC1 (THF). Product: COC(C(C(=O)OC)C1=CC(=CC=C1)CC(=O)OC)=O (2-(3-Methoxycarbonylmethyl-phenyl)-malonic acid dimethyl ester). Yield: 44.3%. As a reaction SMILES: [H-].[Na+].[CH3:3][O:4][C:5](=[O:14])[CH2:6][C:7]1[CH:12]=[CH:11][CH:10]=[C:9](Br)[CH:8]=1.[C:15]([O:22][CH3:23])(=[O:21])[CH2:16][C:17]([O:19][CH3:20])=[O:18]>C1COCC1.C1C=CC(/C=C/C(/C=C/C2C=CC=CC=2)=O)=CC=1.C1C=CC(/C=C/C(/C=C/C2C=CC=CC=2)=O)=CC=1.C1C=CC(/C=C/C(/C=C/C2C=CC=CC=2)=O)=CC=1.[Pd].[Pd].F[B-](F)(F)F.C([PH+](C(C)(C)C)C(C)(C)C)(C)(C)C>[CH3:20][O:19][C:17](=[O:18])[CH:16]([C:11]1[CH:10]=[CH:9][CH:8]=[C:7]([CH2:6][C:5]([O:4][CH3:3])=[O:14])[CH:12]=1)[C:15]([O:22][CH3:23])=[O:21] |f:0.1,5.6.7.8.9,10.11|. Procedure details: Tris(dibenzylideneacetone)dipalladium(0) (0.104 g, 0.113 mmol), tri-(tert-butyl)phosphonium tetrafluoroborate (65.8 mg, 0.227 mmol) and sodium hydride (295 mg, 60% dispersion in mineral oil) were charged into a flask under an argon atmosphere. (3-Bromophenyl)acetic acid methyl ester (1.30 g, 5.67 mmol) was dissolved in THF (10 ml) and added to the mixture. Subsequently, dimethyl malonate (0.995 g, 7.37 mmol) was added and the mixture stirred under reflux overnight. The mixture was filtered over ...